Dataset: the Open Reaction Database (ORD), a public repository of structured organic reaction records. Task: describe an organic reaction: reactants, conditions, products, and yield Reactants: C(C)OC(C(C(=O)OCC)N1C=CC=C1)=O (2-(pyrrol-1-yl)malonic acid diethyl ester), C1(CC(C(CC1)C(C)C)O)C ((-)-menthol). Reagents/catalysts: CCO.CCO.CCO.CCO.[Ti] (tetraethyl titanate). Reaction conditions: temperature 110 celsius, time 19 hour. Product: C1(CC(C(CC1)C(C)C)OC(C(C(=O)OCC)N1C=CC=C1)=O)C (2-(pyrrol-1-yl)malonic acid ethyl (-)-menthyl ester). The yield is 31.8%. As a reaction SMILES: [CH2:1]([O:3][C:4](=[O:16])[CH:5]([N:11]1[CH:15]=[CH:14][CH:13]=[CH:12]1)[C:6]([O:8][CH2:9][CH3:10])=[O:7])[CH3:2].[CH:17]1([CH3:27])[CH2:22]C[CH:20]([CH:23](C)[CH3:24])[CH:19](O)[CH2:18]1>CCO.CCO.CCO.CCO.[Ti]>[CH:23]1([CH3:24])[CH2:20][CH2:19][CH:18]([CH:17]([CH3:27])[CH3:22])[CH:9]([O:8][C:6](=[O:7])[CH:5]([N:11]2[CH:12]=[CH:13][CH:14]=[CH:15]2)[C:4]([O:3][CH2:1][CH3:2])=[O:16])[CH2:10]1 |f:2.3.4.5.6|. Procedure: To a mixture of 2-(pyrrol-1-yl)malonic acid diethyl ester (300.0 g) and (-)-menthol (417.0 g) was added tetraethyl titanate (10.0 g), and the resulting mixture was stirred at 110° C. for 19 hours. After removal of the (-)-menthol under reduced pressure, the residue was chromatographed on silica gel using n-hexane/ethyl acetate (50:1) as the eluent. Fractions containing the title compound were pooled and evaporated under reduced pressure to give the title compound (142.0 g, 31.8%) as a colorless ... Starting materials: O (water), N1C=NC=C1 (imidazole), [Si](C)(C)(C(C)(C)C)Cl (tert-butyldimethylsilyl chloride), FC=1C(NC(N([C@H]2[C@H](O)[C@H](O)[C@@H](CO)O2)C1)=O)=O (5-fluorouridine). The solvent is CN(C=O)C (N,N-dimethylformamide), C(Cl)(Cl)Cl (chloroform), CO (methanol). Reaction conditions: time 15 hour. The product is [Si](C)(C)(C(C)(C)C)OC[C@@H]1[C@H]([C@H]([C@@H](O1)N1C(=O)NC(=O)C(=C1)F)O)O (5'-O-tert-butyldimethylsilyl-5-fluorouridine). Yield: 82.2%. Reaction SMILES: [F:1][C:2]1[C:3](=[O:18])[NH:4][C:5](=[O:17])[N:6]([CH:16]=1)[C@@H:7]1[O:15][C@H:12]([CH2:13][OH:14])[C@@H:10]([OH:11])[C@H:8]1[OH:9].N1C=CN=C1.[Si:24](Cl)([C:27]([CH3:30])([CH3:29])[CH3:28])([CH3:26])[CH3:25].O>CN(C)C=O.CO.C(Cl)(Cl)Cl>[Si:24]([O:14][CH2:13][C@H:12]1[O:15][C@@H:7]([N:6]2[CH:16]=[C:2]([F:1])[C:3](=[O:18])[NH:4][C:5]2=[O:17])[C@H:8]([OH:9])[C@@H:10]1[OH:11])([C:27]([CH3:30])([CH3:29])[CH3:28])([CH3:26])[CH3:25]. Procedure details: A 1.50 g quantity of 5-fluorouridine (5.72 mmoles) was dissolved in 5 ml of N,N-dimethylformamide. To the solution were added 520 mg (7.64 mmoles) of imidazole and 633 mg (4.20 mmoles) of tert-butyldimethylsilyl chloride, and the reaction was conducted at room temperature for 15 hours. -The reaction mixture was ice-cooled, and 40 ml of water was added thereto. The reaction mixture was extracted three times with 40 ml of ethyl acetate. The organic layers were combined, washed three times with 50 ... The reactants are C1(=CC=CC=C1)CC(=O)OCC (ethyl phenylacetate), [Li]CCCC (n-BuLi), C(C)(C)NC(C)C (diisopropyl amine), [Si](C)(C)(C(C)(C)C)N1C(CC1SC(C1=CC=CC=C1)(C1=CC=CC=C1)C1=CC=CC=C1)=O (1-t-Butyldimethylsilyl-4-tritylthio-2-azetidinone), [Li+].CC(C)[N-]C(C)C (LDA), Cl (HCl). Run in C1CCOC1 (THF), CCOCC (ether), C1CCOC1 (THF), C1CCOC1 (THF). Run at temperature -78 celsius, time 30 minute. The product is [Si](C)(C)(C(C)(C)C)N1C([C@H]([C@@H]1SC(C1=CC=CC=C1)(C1=CC=CC=C1)C1=CC=CC=C1)C(CC1=CC=CC=C1)=O)=O (trans 1-(t-butyldimethylsilyl)-3-phenylacetyl-4-tritylthio-2-azetidinone). The yield is 79.2%. RXN SMILES: [Si:1]([N:8]1[CH:11]([S:12][C:13]([C:26]2[CH:31]=[CH:30][CH:29]=[CH:28][CH:27]=2)([C:20]2[CH:25]=[CH:24][CH:23]=[CH:22][CH:21]=2)[C:14]2[CH:19]=[CH:18][CH:17]=[CH:16][CH:15]=2)[CH2:10][C:9]1=[O:32])([C:4]([CH3:7])([CH3:6])[CH3:5])([CH3:3])[CH3:2].[Li+].CC([N-]C(C)C)C.[Li]CCCC.C(NC(C)C)(C)C.[C:53]1([CH2:59][C:60](OCC)=[O:61])[CH:58]=[CH:57][CH:56]=[CH:55][CH:54]=1.Cl>C1COCC1.CCOCC>[Si:1]([N:8]1[C@@H:11]([S:12][C:13]([C:26]2[CH:31]=[CH:30][CH:29]=[CH:28][CH:27]=2)([C:20]2[CH:25]=[CH:24][CH:23]=[CH:22][CH:21]=2)[C:14]2[CH:15]=[CH:16][CH:17]=[CH:18][CH:19]=2)[C@H:10]([C:60](=[O:61])[CH2:59][C:53]2[CH:58]=[CH:57][CH:56]=[CH:55][CH:54]=2)[C:9]1=[O:32])([C:4]([CH3:7])([CH3:6])[CH3:5])([CH3:3])[CH3:2] |f:1.2|. Procedure details: 1-t-Butyldimethylsilyl-4-tritylthio-2-azetidinone (18.32 g, 40 mmol) in dry THF (100 ml) was added dropwise under N2 to a cooled (-78° C.) LDA solution [prepared under N2, at -78° C. from dropwise addition of 1.6 M n-BuLi (101.25 ml, 162 mmol) to diisopropyl amine (22.95 ml, 162 mmol) in dry THF (150 ml) and stirred at -78° C. for 30 min]. The mixture was stirred at -78° C. for 30 min and ethyl phenylacetate (15.66 g, 15.12 ml 15.12 ml, 93.6 mmol) in dry THF (50 ml) was added and the reaction mi... Reactants: C(C1=CC=CC=C1)(=O)C1=NOC(N1C)=O (3-benzoyl-4-methyl-1,2,4-oxadiazol-5(4H)-one), NOCC1=CC=CC(=N1)N (6-[(aminooxy)methyl]pyridin-2-amine), CC=1C=CC(=CC1)S(=O)(=O)O (pTSA), O (H2O). Reaction SMILES: [C:1]([C:9]1[N:13]([CH3:14])[C:12](=[O:15])[O:11][N:10]=1)(=O)[C:2]1[CH:7]=[CH:6][CH:5]=[CH:4][CH:3]=1.[NH2:16][O:17][CH2:18][C:19]1[N:24]=[C:23]([NH2:25])[CH:22]=[CH:21][CH:20]=1.CC1C=CC(S(O)(=O)=O)=CC=1.O>CC(O)C>[NH2:25][C:23]1[N:24]=[C:19]([CH2:18][O:17]/[N:16]=[C:1](/[C:2]2[CH:7]=[CH:6][CH:5]=[CH:4][CH:3]=2)\[C:9]2[N:13]([CH3:14])[C:12](=[O:15])[O:11][N:10]=2)[CH:20]=[CH:21][CH:22]=1.[NH2:25][C:23]1[N:24]=[C:19]([CH2:18][O:17]/[N:16]=[C:1](\[C:2]2[CH:7]=[CH:6][CH:5]=[CH:4][CH:3]=2)/[C:9]2[N:13]([CH3:14])[C:12](=[O:15])[O:11][N:10]=2)[CH:20]=[CH:21][CH:22]=1. Solvent: CC(C)O (iPrOH). The yield is 8.0%. Procedure: In a microwave tube, to a solution of 3-benzoyl-4-methyl-1,2,4-oxadiazol-5(4H)-one (500 mg, 2.44 mmol, 1 eq.) in iPrOH (10 ml) were added 6-[(aminooxy)methyl]pyridin-2-amine (340 mg, 2.44 mmol, 1 eq.) followed by pTSA.H2O (578 mg, 2.93 mmol, 1.2 eq.). The reaction was microwaved at 160° C. for 2 h then was quenched by addition of water and extracted with EtOAc (3×50 ml). The organics were combined, washed with aq. sat. NaHCO3, dried over MgSO4 and concentrated. The residue was purified by prepar... Yields the product NC1=CC=CC(=N1)CO\N=C(/C1=NOC(N1C)=O)\C1=CC=CC=C1 (3-[(Z)-{[(6-aminopyridin-2-yl)methoxy]imino}(phenyl)methyl]-4-methyl-1,2,4-oxadiazol-5(4H)-one), NC1=CC=CC(=N1)CO\N=C(\C1=NOC(N1C)=O)/C1=CC=CC=C1 (3-[(E)-{[(6-aminopyridin-2-yl)methoxy]imino}(phenyl)methyl]-4-methyl-1,2,4-oxadiazol-5(4H)-one). The product is OC(COC1=CC=C(C=C1)C(C)(C)C1=CC=C(C=C1)OCC(CN1C(NC2(C1=O)CC(NC(C2)(C)C)(C)C)=O)O)CN2C(NC1(C2=O)CC(NC(C1)(C)C)(C)C)=O (2,2-Bis{4-[2-hydroxy-3-(7,7,9,9-tetramethyl-2,4-dioxo-1,3,8-triazaspiro[4.5]dec-3-yl)propoxy]phenyl}propane). Starting materials: CC1(CC2(C(NC(N2)=O)=O)CC(N1)(C)C)C (7,7,9,9-tetramethyl-1,3,8-triazaspiro[4.5]decane-2,4-dione), O1C(COC2=CC=C(C=C2)C(C)(C)C2=CC=C(C=C2)OCC2CO2)C1 (2,2-bis[p-(2,3-epoxypropoxy)phenyl]propane), [OH-].[K+] (potassium hydroxide). Reported procedure: 24.0 g of 7,7,9,9-tetramethyl-1,3,8-triazaspiro[4.5]decane-2,4-dione, 17.0 g of 2,2-bis[p-(2,3-epoxypropoxy)phenyl]propane and 0.5 g of potassium hydroxide were reacted in 400 ml of 50% v/v aqueous ethanol, following the procedure described in Example 1. The desired Compound No. 1 was obtained in the form of crystals melting at 117°-119° C. Run in C(C)O (ethanol). RXN SMILES: [CH3:1][C:2]1([CH3:16])[NH:13][C:12]([CH3:15])([CH3:14])[CH2:11][C:4]2([NH:8][C:7](=[O:9])[NH:6][C:5]2=[O:10])[CH2:3]1.[O:17]1[CH2:41][CH:18]1[CH2:19][O:20][C:21]1[CH:26]=[CH:25][C:24]([C:27]([C:30]2[CH:35]=[CH:34][C:33]([O:36][CH2:37][CH:38]3[O:40][CH2:39]3)=[CH:32][CH:31]=2)([CH3:29])[CH3:28])=[CH:23][CH:22]=1.[OH-:42].[K+]>C(O)C>[OH:17][CH:18]([CH2:41][N:6]1[C:5](=[O:42])[C:4]2([CH2:3][C:2]([CH3:1])([CH3:16])[NH:13][C:12]([CH3:15])([CH3:14])[CH2:11]2)[NH:8][C:7]1=[O:9])[CH2:19][O:20][C:21]1[CH:22]=[CH:23][C:24]([C:27]([C:30]2[CH:31]=[CH:32][C:33]([O:36][CH2:37][CH:38]([OH:40])[CH2:39][N:6]3[C:5](=[O:10])[C:4]4([CH2:3][C:2]([CH3:16])([CH3:1])[NH:13][C:12]([CH3:15])([CH3:14])[CH2:11]4)[NH:8][C:7]3=[O:9])=[CH:34][CH:35]=2)([CH3:29])[CH3:28])=[CH:25][CH:26]=1 |f:2.3|. The reactants are C(C)(CC)SP(=S)(S)CC (S-sec-butyl ethylphosphonotrithioic acid). The solvent is C(C)N(CC)CC (triethylamine), C(C)N(CC)CC (triethylamine). The product is C(C)P(=S)=S (ethylthionophosphine sulfide), C(C)(CC)S (sec-butyl mercaptan). Reaction SMILES: [CH:1]([S:5][P:6]([CH2:9][CH3:10])(S)=[S:7])([CH2:3][CH3:4])[CH3:2]>C(N(CC)CC)C>[CH2:9]([P:6](=[S:7])=[S:5])[CH3:10].[CH:1]([SH:5])([CH2:3][CH3:4])[CH3:2]. Procedure details: Following the procedure as shown in Example 1, step (a), 14.67 g (94%) of the triethylamine salt of S-sec-butyl ethylphosphonotrithioic acid was obtained from 6.0 g (0.0242 mole) of ethylthionophosphine sulfide, 5.80 ml (4.58 g, 0.0508 mole) of sec-butyl mercaptan, and 7.1 ml (5.14 g, 0.0508 mole) of triethylamine. The reactants are CC1=C(C=C(C=C1)C=1OC(=NN1)C)C1=CC=C(C=C1)C(=O)O (2′-methyl-5′-(5-methyl-1,3,4-oxadiazol-2-yl)-1,1′-biphenyl-4-carboxylic acid), OC1=CC=C(CN)C=C1 (4-hydroxybenzylamine). The product is OC1=CC=C(CNC(=O)C2=CC=C(C=C2)C2=C(C=CC(=C2)C=2OC(=NN2)C)C)C=C1 (N-(4-Hydroxybenzyl)-2′-methyl-5′-(5-methyl-1,3,4-oxadiazol-2-yl)-1,1′-biphenyl-4-carboxamide). Reaction SMILES: [CH3:1][C:2]1[CH:7]=[CH:6][C:5]([C:8]2[O:9][C:10]([CH3:13])=[N:11][N:12]=2)=[CH:4][C:3]=1[C:14]1[CH:19]=[CH:18][C:17]([C:20](O)=[O:21])=[CH:16][CH:15]=1.[OH:23][C:24]1[CH:31]=[CH:30][C:27]([CH2:28][NH2:29])=[CH:26][CH:25]=1>>[OH:23][C:24]1[CH:31]=[CH:30][C:27]([CH2:28][NH:29][C:20]([C:17]2[CH:18]=[CH:19][C:14]([C:3]3[CH:4]=[C:5]([C:8]4[O:9][C:10]([CH3:13])=[N:11][N:12]=4)[CH:6]=[CH:1][C:2]=3[CH3:7])=[CH:15][CH:16]=2)=[O:21])=[CH:26][CH:25]=1. Reported procedure: N-(4-Hydroxybenzyl)-2′-methyl-5′-(5-methyl-1,3,4-oxadiazol-2-yl)-1,1′-biphenyl-4-carboxamide was prepared from 2′-methyl-5′-(5-methyl-1,3,4-oxadiazol-2-yl)-1,1′-biphenyl-4-carboxylic acid and 4-hydroxybenzylamine using method H. NMR; δH [2H6]—DMSO 9.27,(1H, s), 9.02,(1H, t), 7.98,(2H, d), 7.89,(1H, dd), 7.76,(1H, d), 7.54,,(1H, d), 7.51,(2H, d), 7.13,(2H, d), 6.71,(2H, d), 4.39,(2H, d), 2.56,(3H, s), 2.31,(3H, s), LCMS; retention time 3.03 min, MH+ 400. Starting materials: C(C)OC(=O)C1(CCN(CC1)CC1=CC=C(C=C1)Br)S(=O)(=O)C1=CC=C(C=C1)OCC#CCCCCC (1-(4-bromobenzyl)-4-(4-oct-2-ynyloxy-benzenesulfonyl)-piperdine-4-carboxylic acid ethyl ester), CO (methanol), [OH-].[Na+] (NaOH). Solvent: C1CCOC1 (THF). Yields the product BrC1=CC=C(CN2CCC(CC2)(C(=O)O)S(=O)(=O)C2=CC=C(C=C2)OCC#CCCCCC)C=C1 (1-(4-Bromobenzyl)-4-(4-oct-2-ynyloxy-benzenesulfonyl)-piperdine-4-carboxylic acid). Reaction SMILES: C([O:3][C:4]([C:6]1([S:20]([C:23]2[CH:28]=[CH:27][C:26]([O:29][CH2:30][C:31]#[C:32][CH2:33][CH2:34][CH2:35][CH2:36][CH3:37])=[CH:25][CH:24]=2)(=[O:22])=[O:21])[CH2:11][CH2:10][N:9]([CH2:12][C:13]2[CH:18]=[CH:17][C:16]([Br:19])=[CH:15][CH:14]=2)[CH2:8][CH2:7]1)=[O:5])C.CO.[OH-].[Na+]>C1COCC1>[Br:19][C:16]1[CH:15]=[CH:14][C:13]([CH2:12][N:9]2[CH2:10][CH2:11][C:6]([S:20]([C:23]3[CH:24]=[CH:25][C:26]([O:29][CH2:30][C:31]#[C:32][CH2:33][CH2:34][CH2:35][CH2:36][CH3:37])=[CH:27][CH:28]=3)(=[O:22])=[O:21])([C:4]([OH:5])=[O:3])[CH2:7][CH2:8]2)=[CH:18][CH:17]=1 |f:2.3|. Procedure details: 1-(4-Bromobenzyl)-4-(4-oct-2-ynyloxy-benzenesulfonyl)-piperdine-4-carboxylic acid was prepared starting from 1-(4-bromobenzyl)-4-(4-oct-2-ynyloxy-benzenesulfonyl)-piperdine-4-carboxylic acid ethyl ester (1.36 g, 2.3 mmol) dissolved in THF:methanol (50:50 ml) and 10 N NaOH (10 ml). The resulting reaction mixture was worked up as outlined in Example 1 (Step 7). Yield 660 mg (51%); off white solid; mp 199° C.; MS: 562 (M+H)+ Reactants: [H-].[Al+3].[Li+].[H-].[H-].[H-] (Lithium aluminum hydride), O.O.O.O.O.O.O.O.O.O.S(=O)(=O)([O-])[O-].[Na+].[Na+] (sodium sulfate decahydrate), C(C)OC(CN1CC(N[C@@H]2CCCC[C@@H]12)=O)=O ((trans-3-oxodecahydroquinoxalin-1-yl)acetic acid ethyl ester). Solvent: O1CCOCC1 (dioxane), O1CCOCC1 (dioxane). Product: N1(CCN[C@@H]2CCCC[C@@H]12)CCO (2-(trans-decahydroquinoxalin-1-yl)ethanol). Isolated yield 96.5%. As a reaction SMILES: [H-].[Al+3].[Li+].[H-].[H-].[H-].C([O:9][C:10](=O)[CH2:11][N:12]1[C@H:21]2[C@@H:16]([CH2:17][CH2:18][CH2:19][CH2:20]2)[NH:15][C:14](=O)[CH2:13]1)C.O.O.O.O.O.O.O.O.O.O.S([O-])([O-])(=O)=O.[Na+].[Na+]>O1CCOCC1>[N:12]1([CH2:11][CH2:10][OH:9])[C@H:21]2[C@@H:16]([CH2:17][CH2:18][CH2:19][CH2:20]2)[NH:15][CH2:14][CH2:13]1 |f:0.1.2.3.4.5,7.8.9.10.11.12.13.14.15.16.17.18.19|. Procedure: Lithium aluminum hydride (1.00 g, 26.4 mmol) was suspended in anhydrous dioxane (40 ml). To the suspension, an anhydrous dioxane (10 ml) solution of (trans-3-oxodecahydroquinoxalin-1-yl)acetic acid ethyl ester (2.35 g, 9.78 mmol) was added dropwise with stirring at room temperature, and the mixture was then stirred under reflux for 10 minutes. The reaction mixture was cooled on ice, and sodium sulfate decahydrate was added thereto in small portions until no gas was generated. This mixture was fi... Starting materials: FC1=CC2=C(C(=NO2)C2CCN(CC2)CCC(CC)(CC)O)C=C1 (6-fluoro-3-[1-(3-hydroxy-3-ethylpentyl)-4-piperidinyl]-1,2-benzisoxazole), C(CCCCCCCCC)(=O)Cl (decanoyl chloride), C(=O)(O)[O-].[Na+] (NaHCO3). Run in C(Cl)Cl (DCM). Conditions: time 4 day. Product: Cl.C(C)C(CCN1CCC(CC1)C1=NOC2=C1C=CC(=C2)F)(CC)OC(CCCCCCCCC)=O (Decanoic acid 1,1-diethyl-3-[4-(6-fluoro-1,2-benzisoxazol-3-yl)-1-piperidinyl]propyl ester hydrochloride). The yield is 76.4%. Reaction SMILES: [F:1][C:2]1[CH:24]=[CH:23][C:5]2[C:6]([CH:9]3[CH2:14][CH2:13][N:12]([CH2:15][CH2:16][C:17]([OH:22])([CH2:20][CH3:21])[CH2:18][CH3:19])[CH2:11][CH2:10]3)=[N:7][O:8][C:4]=2[CH:3]=1.[C:25]([Cl:36])(=[O:35])[CH2:26][CH2:27][CH2:28][CH2:29][CH2:30][CH2:31][CH2:32][CH2:33][CH3:34].C([O-])(O)=O.[Na+]>C(Cl)Cl>[ClH:36].[CH2:20]([C:17]([O:22][C:25](=[O:35])[CH2:26][CH2:27][CH2:28][CH2:29][CH2:30][CH2:31][CH2:32][CH2:33][CH3:34])([CH2:18][CH3:19])[CH2:16][CH2:15][N:12]1[CH2:13][CH2:14][CH:9]([C:6]2[C:5]3[CH:23]=[CH:24][C:2]([F:1])=[CH:3][C:4]=3[O:8][N:7]=2)[CH2:10][CH2:11]1)[CH3:21] |f:2.3,5.6|. Procedure details: To a solution of 6-fluoro-3-[1-(3-hydroxy-3-ethylpentyl)-4-piperidinyl]-1,2-benzisoxazole (2.5 g, 7.48 mmol) in DCM (100 ml) was added decanoyl chloride (1.5 ml, 7.48 mmol) at 0 C., under nitrogen. The reaction mixture was stirred for 4 days at which time it was poured into NaHCO3 (sat., 50 ml). The layers were separated and the aqueous phase was extracted with DCM (2×). The combined organics were dried, filtered and concentrated to give the crude product which was purified via flash column chro...